From a dataset of the Open Reaction Database (ORD), a public repository of structured organic reaction records. describe an organic reaction: reactants, conditions, products, and yield The reactants are C(C)C1(CCC2=CC(=CC=C12)F)C1=CNC2=C(C=CC=C12)N (3-(1-ethyl-5-fluoro-indan-1-yl)-1H-indol-7-ylamine), ClC(=O)OC (methyl chloroformate). Run in N1=CC=CC=C1 (pyridine), CCOCC (ether). The product is COC(NC=1C=CC=C2C(=CNC12)C1(CCC2=CC(=CC=C12)F)CC)=O ([3-(1-Ethyl-5-fluoro-indan-1-yl)-1H-indol-7-yl]-carbamic acid methyl ester). Yield: 35.8%. Reaction SMILES: [CH2:1]([C:3]1([C:13]2[C:21]3[C:16](=[C:17]([NH2:22])[CH:18]=[CH:19][CH:20]=3)[NH:15][CH:14]=2)[C:11]2[C:6](=[CH:7][C:8]([F:12])=[CH:9][CH:10]=2)[CH2:5][CH2:4]1)[CH3:2].Cl[C:24]([O:26][CH3:27])=[O:25]>N1C=CC=CC=1.CCOCC>[CH3:27][O:26][C:24](=[O:25])[NH:22][C:17]1[CH:18]=[CH:19][CH:20]=[C:21]2[C:16]=1[NH:15][CH:14]=[C:13]2[C:3]1([CH2:1][CH3:2])[C:11]2[C:6](=[CH:7][C:8]([F:12])=[CH:9][CH:10]=2)[CH2:5][CH2:4]1. Procedure: Dissolve 3-(1-ethyl-5-fluoro-indan-1-yl)-1H-indol-7-ylamine (0.35 g, 1.19 mmol) in pyridine (3 ml). Add methyl chloroformate (0.10 ml, 1.31 mmol, 1.1 equivalents) and stir at room temperature under nitrogen overnight. Dilute with ether, wash with 1N aqueous hydrochloric acid (2×), dry over anhydrous sodium sulfate, filter, and concentrate solution in vacuo. Purify the residue on silica eluting with 0 to 75% ethyl acetate/hexanes over 30 minutes to provide the title compound as a white solid (0.1... The reagents and catalysts are catalyst, CC(C)O.OS(=O)(=O)O (i-PrOH H2SO4). The reactants are OO (hydrogen peroxide), O (water), OO (Hydrogen peroxide), ClC1=C(C(=CC(=C1)C(F)(F)F)Cl)N1N=C(C(=C1C)SC)C#N (1-[2,6-dichloro-4-(trifluoromethyl)phenyl]-5-methyl-4-methylthio-1H-pyrazole-3-carbonitrile). Reaction conditions: temperature 20 celsius. Reaction SMILES: [OH:1]O.[Cl:3][C:4]1[CH:9]=[C:8]([C:10]([F:13])([F:12])[F:11])[CH:7]=[C:6]([Cl:14])[C:5]=1[N:15]1[C:19]([CH3:20])=[C:18]([S:21][CH3:22])[C:17]([C:23]#[N:24])=[N:16]1.O>CO.CC(O)C.OS(O)(=O)=O>[Cl:3][C:4]1[CH:9]=[C:8]([C:10]([F:11])([F:12])[F:13])[CH:7]=[C:6]([Cl:14])[C:5]=1[N:15]1[C:19]([CH3:20])=[C:18]([S:21]([CH3:22])=[O:1])[C:17]([C:23]#[N:24])=[N:16]1 |f:4.5|. Yields the product ClC1=C(C(=CC(=C1)C(F)(F)F)Cl)N1N=C(C(=C1C)S(=O)C)C#N (1-[2,6-dichloro-4-(trifluoromethyl)phenyl]-5-methyl-4-methylsulfinyl-1H-pyrazole-3-carbonitrile). Solvent: CO (methanol). Reported procedure: 30% Hydrogen peroxide (1.82 ml) was added to a stirred solution of 1-[2,6-dichloro-4-(trifluoromethyl)phenyl]-5-methyl-4-methylthio-1H-pyrazole-3-carbonitrile (6.2 g) in methanol, containing i-PrOH/H2SO4 catalyst (5.31 ml) described by Drabowicz, et al (above) at 0-5° C. The mixture was allowed to warm to 20° C. over 17 hours. Additional hydrogen peroxide (5.46 ml) was added in three portions over the next 24 hours, along with the catalyst (5 ml). After stirring for a further 60 hours water was ... Reactants: BrCCCCCCBr (1,6-dibromohexane), C(C)(C)NC(C)C.[Li] (lithium diisopropylamine), C1CCCCC1 (cyclohexane), C(C(C)C)(=O)OCC (ethyl isobutyrate). Solvent: CN(P(=O)(N(C)C)N(C)C)C (hexamethylphosphoramide), O1CCCC1 (tetrahydrofuran). Conditions: time 1 hour. The product is CC(C(=O)OCC)(CCCCCCBr)C (Ethyl 2,2-dimethyl-8-bromooctanoate). RXN SMILES: C(NC(C)C)(C)C.[Li].C1CCCCC1.[C:15]([O:20][CH2:21][CH3:22])(=[O:19])[CH:16]([CH3:18])[CH3:17].Br[CH2:24][CH2:25][CH2:26][CH2:27][CH2:28][CH2:29][Br:30]>O1CCCC1.CN(C)P(N(C)C)(N(C)C)=O>[CH3:17][C:16]([CH3:18])([CH2:24][CH2:25][CH2:26][CH2:27][CH2:28][CH2:29][Br:30])[C:15]([O:20][CH2:21][CH3:22])=[O:19] |f:0.1,^1:7|. Procedure: A solution of lithium diisopropylamine in cyclohexane (0.15 mol, 100 ml) and tetrahydrofuran (150 ml) was cooled to -60° C. and treated with ethyl isobutyrate (18.59 g, 0.16 mole). The solution was stirred for 1 hour then treated with 1,6-dibromohexane (51.23 g, 0.21 mole), hexamethylphosphoramide (45 g) and was stirred at -70° C. for 1 hour. The solution was then warmed to room temperature and the solvent was removed under reduced pressure. The remaining solution was treated with saturated ammo... Reactants: FC(C(C(F)(F)F)(O)C1=CC(=C(C=C1)F)[N+](=O)[O-])(F)F (1,1,1,3,3,3-Hexafluoro-2-(4-fluoro-3-nitrophenyl)propan-2-ol), N1(CCNCC1)C(=O)OC(C)(C)C (tert-butyl piperazine-1-carboxylate). Procedure details: 1,1,1,3,3,3-Hexafluoro-2-(4-fluoro-3-nitrophenyl)propan-2-ol and tert-butyl piperazine-1-carboxylate were used for a similar reaction and treatment as Example 6-b), and the title compound was obtained as a yellow oil. Reaction SMILES: [F:1][C:2]([F:20])([F:19])[C:3]([C:9]1[CH:14]=[CH:13][C:12](F)=[C:11]([N+:16]([O-:18])=[O:17])[CH:10]=1)([OH:8])[C:4]([F:7])([F:6])[F:5].[N:21]1([C:27]([O:29][C:30]([CH3:33])([CH3:32])[CH3:31])=[O:28])[CH2:26][CH2:25][NH:24][CH2:23][CH2:22]1>>[C:30]([O:29][C:27]([N:21]1[CH2:26][CH2:25][N:24]([C:12]2[CH:13]=[CH:14][C:9]([C:3]([OH:8])([C:2]([F:1])([F:19])[F:20])[C:4]([F:7])([F:5])[F:6])=[CH:10][C:11]=2[N+:16]([O-:18])=[O:17])[CH2:23][CH2:22]1)=[O:28])([CH3:33])([CH3:31])[CH3:32]. Yields the product C(C)(C)(C)OC(=O)N1CCN(CC1)C1=C(C=C(C=C1)C(C(F)(F)F)(C(F)(F)F)O)[N+](=O)[O-] (4-[4-(1,1,1,3,3,3-hexafluoro-2-hydroxypropan-2-yl)-2-nitrophenyl]piperazine-1-carboxylic acid tert-butyl ester). The reactants are CSC=1C=CC(=NC1)C(C(C=C)=O)CC1CCOCC1 (4-[5-(methylsulfanyl)pyridin-2-yl]-5-(tetrahydro-2H-pyran-4-yl)pent-1-en-3-one), C(C)O (ethanol), O1CCCC1 (tetrahydrofuran), ClC1=CN=C(S1)C=O (5-chloro-1,3-thiazole-2-carbaldehyde). Reagents/catalysts: [Cl-].C(C1=CC=CC=C1)[N+]1=CSC(=C1C)CCO (3-benzyl-5-(2-hydroxyethyl)-4-methyl-1,3-thiazol-3-ium chloride). Run in C(C)N(CC)CC (triethylamine), C(C)(=O)OCC (ethyl acetate). Product: ClC1=CN=C(S1)C(CCC(C(CC1CCOCC1)C1=NC=C(C=C1)SC)=O)=O (1-(5-chloro-1,3-thiazol-2-yl)-5-[5-(methylsulfanyl)pyridin-2-yl]-6-(tetrahydro-2H-pyran-4-yl)hexane-1,4-dione). Isolated yield 76.8%. RXN SMILES: [CH3:1][S:2][C:3]1[CH:4]=[CH:5][C:6]([CH:9]([CH2:14][CH:15]2[CH2:20][CH2:19][O:18][CH2:17][CH2:16]2)[C:10](=[O:13])[CH:11]=[CH2:12])=[N:7][CH:8]=1.C(O)C.O1CCCC1.[Cl:29][C:30]1[S:34][C:33]([CH:35]=[O:36])=[N:32][CH:31]=1>[Cl-].C([N+]1C(C)=C(CCO)SC=1)C1C=CC=CC=1.C(OCC)(=O)C.C(N(CC)CC)C>[Cl:29][C:30]1[S:34][C:33]([C:35](=[O:36])[CH2:12][CH2:11][C:10](=[O:13])[CH:9]([C:6]2[CH:5]=[CH:4][C:3]([S:2][CH3:1])=[CH:8][N:7]=2)[CH2:14][CH:15]2[CH2:16][CH2:17][O:18][CH2:19][CH2:20]2)=[N:32][CH:31]=1 |f:4.5|. Reported procedure: To a solution of 4-[5-(methylsulfanyl)pyridin-2-yl]-5-(tetrahydro-2H-pyran-4-yl)pent-1-en-3-one (85.0 mg) in a mixed solvent of ethanol (1.5 mL) and tetrahydrofuran (1.5 mL) were added 5-chloro-1,3-thiazole-2-carbaldehyde (86.0 mg), 3-benzyl-5-(2-hydroxyethyl)-4-methyl-1,3-thiazol-3-ium chloride (7.9 mg) and triethylamine (16.3 μL), and the mixture was stirred with heating under reflux for 2 hr. After cooling to room temperature, the reaction mixture was diluted with ethyl acetate and washed wit... Starting materials: N[C@H]1CC[C@H](CC1)C(=O)O (cis-4-aminocyclohexanecarboxylic acid), S(O)(O)(=O)=O (sulfuric acid), CO (MeOH), [NH4+].[OH-] (NH4OH). Reaction conditions: temperature 80 celsius, time 24 hour. The product is N[C@H]1CC[C@H](CC1)C(=O)OC (cis-methyl 4-aminocyclohexanecarboxylate). Isolated yield 82.0%. Reaction SMILES: [NH2:1][C@@H:2]1[CH2:7][CH2:6][C@H:5]([C:8]([OH:10])=[O:9])[CH2:4][CH2:3]1.S(=O)(=O)(O)O.[NH4+].[OH-].[CH3:18]O>>[NH2:1][C@@H:2]1[CH2:7][CH2:6][C@H:5]([C:8]([O:10][CH3:18])=[O:9])[CH2:4][CH2:3]1 |f:2.3|. Procedure: A resealable pressure bottle was charged with cis-4-aminocyclohexanecarboxylic acid (10 g, 69.8 mmol), MeOH (100 mL), and sulfuric acid (7.45 mL, 140 mmol). The vessel was sealed and the mixture stirred at 80° C. for 24 hours. The mixture was cooled to 0° C. via an ice bath and made basic with NH4OH to a pH of approximately 10. The aqueous layer was extracted with DCM (4×50 mL) and the organic layers combined, dried over sodium sulfate and concentrated to afford cis-methyl 4-aminocyclohexanecarb... The reactants are COc1cc2c(cc1OC)C(=O)C(Br)C2, CO, [Na+], O=C([O-])O, O=c1[nH]c2ccccc2n1C1CCNCC1. Yields the product COc1cc2c(cc1OC)C(=O)C(N1CCC(n3c(=O)[nH]c4ccccc43)CC1)C2. As a reaction SMILES: [Br:1][CH:2]1[C:3](=[O:15])[c:4]2[cH:5][c:6]([O:13][CH3:14])[c:7]([O:11][CH3:12])[cH:8][c:9]2[CH2:10]1.[CH3:37][OH:38].[Na+:36].[O-:32][C:33]([OH:34])=[O:35].[O:16]=[c:17]1[nH:18][c:19]2[c:20]([n:21]1[CH:22]1[CH2:23][CH2:24][NH:25][CH2:26][CH2:27]1)[cH:28][cH:29][cH:30][cH:31]2>>[CH:2]1([N:25]2[CH2:24][CH2:23][CH:22]([n:21]3[c:17](=[O:16])[nH:18][c:19]4[c:20]3[cH:28][cH:29][cH:30][cH:31]4)[CH2:27][CH2:26]2)[C:3](=[O:15])[c:4]2[cH:5][c:6]([O:13][CH3:14])[c:7]([O:11][CH3:12])[cH:8][c:9]2[CH2:10]1. Starting materials: CC1=C(CC(C(=O)Cl)CC)C=CC=C1 (2-(2-methyl-benzyl)-butyryl chloride), [Al+3].[Cl-].[Cl-].[Cl-] (AlCl3), ice. The solvent is C1(=CC=CC=C1)C (toluene). Conditions: temperature 80 celsius. The product is C(C)C1C(C2=CC=CC(=C2C1)C)=O (2-Ethyl-4-methyl-1-indanone). As a reaction SMILES: [CH3:1][C:2]1[CH:14]=[CH:13][CH:12]=[CH:11][C:3]=1[CH2:4][CH:5]([CH2:9][CH3:10])[C:6](Cl)=[O:7].[Al+3].[Cl-].[Cl-].[Cl-]>C1(C)C=CC=CC=1>[CH2:9]([CH:5]1[CH2:4][C:3]2[C:11](=[CH:12][CH:13]=[CH:14][C:2]=2[CH3:1])[C:6]1=[O:7])[CH3:10] |f:1.2.3.4|. Procedure: 101.7 g (0.48 mol) of 2-(2-methyl-benzyl)-butyryl chloride (e2) were added dropwise to 191 g (1.43 mol) of AlCl3 in 600 ml of toluene, and the mixture was heated at 80° C. for about 3.5 hours. The reaction mixture was poured onto 1 l of ice/concentrated HCl, and the phases were separated. The aqueous phase was extracted 4 times with 250 ml of toluene each time, and the combined organic phases were washed with saturated aqueous NaHCO3 solution and NaCl solution and dried over MgSO4. The solvent w... The reactants are O=C1N[C@@H](C2=C(N1C1=CC(=CC=C1)C(F)(F)F)CCC2=O)C2=C(C=C(C#N)C=C2)S(=O)(=O)C ((S)-4-(2,5-dioxo-1-(3-(trifluoromethyl)phenyl)-2,3,4,5,6,7-hexahydro-1H-cyclopenta[d]pyrimidin-4-yl)-3-(methylsulfonyl)benzonitrile), C(C)(C)[N-]C(C)C.[Li+] (lithium diisopropylamide), CI (methyl iodide). The solvent is CN(C=O)C (N,N-dimethylformamide), C(C)#N (acetonitrile). Product: CN1C(N(C2=C([C@H]1C1=C(C=C(C#N)C=C1)S(=O)(=O)C)C(CC2)=O)C2=CC(=CC=C2)C(F)(F)F)=O ((S)-4-(3-Methyl-2,5-dioxo-1-(3-(trifluoromethyl)phenyl)-2,3,4,5,6,7-hexahydro-1H-cyclopenta[d]pyrimidin-4-yl)-3-(methylsulfonyl)benzonitrile). Reaction SMILES: [O:1]=[C:2]1[N:7]([C:8]2[CH:13]=[CH:12][CH:11]=[C:10]([C:14]([F:17])([F:16])[F:15])[CH:9]=2)[C:6]2[CH2:18][CH2:19][C:20](=[O:21])[C:5]=2[C@@H:4]([C:22]2[CH:29]=[CH:28][C:25]([C:26]#[N:27])=[CH:24][C:23]=2[S:30]([CH3:33])(=[O:32])=[O:31])[NH:3]1.[CH:34]([N-]C(C)C)(C)C.[Li+].CI>CN(C)C=O.C(#N)C>[CH3:34][N:3]1[C@H:4]([C:22]2[CH:29]=[CH:28][C:25]([C:26]#[N:27])=[CH:24][C:23]=2[S:30]([CH3:33])(=[O:31])=[O:32])[C:5]2[C:20](=[O:21])[CH2:19][CH2:18][C:6]=2[N:7]([C:8]2[CH:13]=[CH:12][CH:11]=[C:10]([C:14]([F:17])([F:15])[F:16])[CH:9]=2)[C:2]1=[O:1] |f:1.2|. Reported procedure: A solution of (S)-4-(2,5-dioxo-1-(3-(trifluoromethyl)phenyl)-2,3,4,5,6,7-hexahydro-1H-cyclopenta[d]pyrimidin-4-yl)-3-(methylsulfonyl)benzonitrile (example 10A, 50 mg, 0.11 mmol) in N,N-dimethylformamide (1.0 mL) is treated with lithium diisopropylamide (1.8 M in tetrahydrofuran/heptane/ethylbenzene, 63 μL, 0.12 mmol) and methyl iodide (9 μL, 0.14 mmol). After 20 min the mixture is diluted with acetonitrile and purified by reversed phase HPLC (Agilent ZORBAX™ SB-C18, gradient of acetonitrile in w...